This data is from the Open Reaction Database (ORD), a public repository of structured organic reaction records. The task is: describe an organic reaction: reactants, conditions, products, and yield Starting materials: CO, CCOC(=O)C(CC(C)C)N1CCCc2cc(Cl)ccc21, [K+], [OH-]. The product is CC(C)CC(C(=O)O)N1CCCc2cc(Cl)ccc21. As a reaction SMILES: [CH3:24][OH:25].[Cl:3][c:4]1[cH:5][c:6]2[c:11]([cH:12][cH:13]1)[N:10]([CH:14]([C:15](=[O:16])[O:17][CH2:18][CH3:19])[CH2:20][CH:21]([CH3:22])[CH3:23])[CH2:9][CH2:8][CH2:7]2.[K+:2].[OH-:1]>>[Cl:3][c:4]1[cH:5][c:6]2[c:11]([cH:12][cH:13]1)[N:10]([CH:14]([C:15](=[O:16])[OH:17])[CH2:20][CH:21]([CH3:22])[CH3:23])[CH2:9][CH2:8][CH2:7]2. Reactants: CCOC(=O)C (EtOAc), B(Br)(Br)Br (BBr3), COC1=CC=C2CCNC(C2=C1)=O (7-methoxy-3,4-dihydroisoquinolin-1(2H)-one), O (Water). The solvent is C(Cl)Cl (CH2Cl2). Conditions: time 8 hour. The product is OC1=CC=C2CCNC(C2=C1)=O (7-hydroxy-3,4-dihydroisoquinolin-1(2H)-one). Isolated yield 79.4%. Reaction SMILES: B(Br)(Br)Br.C[O:6][C:7]1[CH:16]=[C:15]2[C:10]([CH2:11][CH2:12][NH:13][C:14]2=[O:17])=[CH:9][CH:8]=1.O.CCOC(C)=O>C(Cl)Cl>[OH:6][C:7]1[CH:16]=[C:15]2[C:10]([CH2:11][CH2:12][NH:13][C:14]2=[O:17])=[CH:9][CH:8]=1. Procedure details: BBr3 (4.75 mL, 47.5 mmol, in CH2Cl2) was added to a cold solution (ice-bath) of intermediate 18 (3.36 g, 18.98 mmol) in CH2Cl2 (100 mL). The mixture was then warmed to rt and stirred overnight. Water was carefully added dropwise to quench the reaction. EtOAc was added and the mixture was washed with water, brine, dried over anhydrous MgSO4, filtered and concentrated to afford 7-hydroxy-3,4-dihydroisoquinolin-1(2H)-one (intermediate 19) (2.46 g, 80%) as a white solid. mp: 201-203° C. Procedure: 4,6-Dichloro-1-ethyl-1H-pyrazolo[3,4-d]pyrimidine 5b was reacted with m-anisidine using General Procedure B to give (6-chloro-1-ethyl-1H-pyrazolo[3,4-d]pyrimidin-4-yl)-(3-methoxy-phenyl)-amine, which was reacted with indazole boronic acid pinacol ester using General Procedure A to give 147. NMR (CDCl3): 1.62 (3H, t), 3.88 (3H, s), 4.62 (2H, q), 6.89 (1H, dd), 7.17 (1H, d), 7.32 (1H, s), 7.40 (1H, t), 7.51 (1H, s), 7.55 (1H, t), 7.64 (1H, d), 8.45 (1H, d), 9.16 (1H, s), 10.20 (1H, br). MS: MH+ 38... RXN SMILES: Cl[C:2]1[N:7]=[C:6]([Cl:8])[N:5]=[C:4]2[N:9]([CH2:12][CH3:13])[N:10]=[CH:11][C:3]=12.[CH3:14][O:15][C:16]1[CH:21]=[CH:20][CH:19]=[C:18]([NH2:22])[CH:17]=1>>[Cl:8][C:6]1[N:5]=[C:4]2[N:9]([CH2:12][CH3:13])[N:10]=[CH:11][C:3]2=[C:2]([NH:22][C:18]2[CH:19]=[CH:20][CH:21]=[C:16]([O:15][CH3:14])[CH:17]=2)[N:7]=1. The reactants are ClC1=C2C(=NC(=N1)Cl)N(N=C2)CC (4,6-Dichloro-1-ethyl-1H-pyrazolo[3,4-d]pyrimidine), COC1=CC(=CC=C1)N (m-anisidine). The product is ClC1=NC(=C2C(=N1)N(N=C2)CC)NC2=CC(=CC=C2)OC ((6-chloro-1-ethyl-1H-pyrazolo[3,4-d]pyrimidin-4-yl)-(3-methoxy-phenyl)-amine). The reactants are O1C(CCCC1)ONC(=O)[C@@H](CC=CC1=CC=CC=C1)C(C(=O)NN(C(CN1CCCC1)=O)CC(C)C)CC(C)C ([1(S)-[(tetrahydro-2(RS)-pyranyloxy)carbamoyl]-4-phenyl-3-butenyl]-2′-isobutyl-4-methyl-2′-[2-(1-pyrrolidinyl)acetyl]valerohydrazide), O.C1(=CC=C(C=C1)S(=O)(=O)O)C (p-toluenesulphonic acid monohydrate). The solvent is CO (methanol). Reaction conditions: time 4 hour. Product: C1(=CC=C(C=C1)S(=O)(=O)O)C.ONC(=O)[C@@H](C\C=C\C1=CC=CC=C1)[C@H](C(=O)NN(C(CN1CCCC1)=O)CC(C)C)CC(C)C ((E)-2(R)-[1(S)-(hydroxycarbamoyl)-4-phenyl-3-butenyl]-2′-isobutyl-4-methyl-2′-[2-(1-pyrrolidinyl)acetyl]valerohydrazide p-toluenesulphonate). RXN SMILES: O1CCCCC1[O:7][NH:8][C:9]([C@H:11]([CH:21]([CH2:38][CH:39]([CH3:41])[CH3:40])[C:22]([NH:24][N:25]([CH2:34][CH:35]([CH3:37])[CH3:36])[C:26](=[O:33])[CH2:27][N:28]1[CH2:32][CH2:31][CH2:30][CH2:29]1)=[O:23])[CH2:12][CH:13]=[CH:14][C:15]1[CH:20]=[CH:19][CH:18]=[CH:17][CH:16]=1)=[O:10].O.[C:43]1([CH3:53])[CH:48]=[CH:47][C:46]([S:49]([OH:52])(=[O:51])=[O:50])=[CH:45][CH:44]=1>CO>[C:43]1([CH3:53])[CH:44]=[CH:45][C:46]([S:49]([OH:52])(=[O:50])=[O:51])=[CH:47][CH:48]=1.[OH:7][NH:8][C:9]([C@H:11]([C@@H:21]([CH2:38][CH:39]([CH3:41])[CH3:40])[C:22]([NH:24][N:25]([CH2:34][CH:35]([CH3:36])[CH3:37])[C:26](=[O:33])[CH2:27][N:28]1[CH2:29][CH2:30][CH2:31][CH2:32]1)=[O:23])[CH2:12]/[CH:13]=[CH:14]/[C:15]1[CH:20]=[CH:19][CH:18]=[CH:17][CH:16]=1)=[O:10] |f:1.2,4.5|. Procedure: A solution of 0.363 g of (E)-2(R)-([1(S)-[(tetrahydro-2(RS)-pyranyloxy)carbamoyl]-4-phenyl-3-butenyl]-2′-isobutyl-4-methyl-2′-[2-(1-pyrrolidinyl)acetyl]valerohydrazide in 5 ml of methanol was treated with 0.133 g of p-toluenesulphonic acid monohydrate. The mixture was stirred for 4 hours at room temperature and evaporated. The residue was triturated with diethyl ether, filtered off and dried to give 0.317 g of (E)-2(R)-[1(S)-(hydroxycarbamoyl)-4-phenyl-3-butenyl]-2′-isobutyl-4-methyl-2′-[2-(1-py... Starting materials: [OH-].[Na+] (sodium hydroxide), ClC1=CC=C(C=C1)C=1N(C(=C(C(=O)OCC)C(C1)=O)C)C (ethyl 6-(4-chlorophenyl)-1,2-dimethyl-4-oxonicotinate). Run in O (water). Conditions: time 15 minute. The product is ClC1=CC=C(C=C1)C=1N(C(=C(C(=O)O)C(C1)=O)C)C (6-(4-chlorophenyl)-1,2-dimethyl-4-oxonicotinic acid). The yield is 68.2%. RXN SMILES: [OH-].[Na+].[Cl:3][C:4]1[CH:9]=[CH:8][C:7]([C:10]2[N:11]([CH3:23])[C:12]([CH3:22])=[C:13]([C:19](=[O:21])[CH:20]=2)[C:14]([O:16]CC)=[O:15])=[CH:6][CH:5]=1>O>[Cl:3][C:4]1[CH:5]=[CH:6][C:7]([C:10]2[N:11]([CH3:23])[C:12]([CH3:22])=[C:13]([C:19](=[O:21])[CH:20]=2)[C:14]([OH:16])=[O:15])=[CH:8][CH:9]=1 |f:0.1|. Procedure: 1.5 g (0.019 mol) of 50% aqueous sodium hydroxide is added to a suspension of 2.9 g (0.0095 mol) ethyl 6-(4-chlorophenyl)-1,2-dimethyl-4-oxonicotinate in 75 ml of water. The mixture is refluxed and stirred for 15 min. and cooled to room temperature. The solution is extracted with methylene dichloride and the aqueous solution is acidified to pH 1 with 12N hydrochloric acid. The suspension formed is vacuum filtered and the filter cake is dried to afford 1.8 g (68% yield) of 6-(4-chlorophenyl)-1,2-... Reactants: [Li]CCCC, CCC(C=O)CC, C1CCOC1, COc1ccc(-n2cccn2)cc1, CCOC(C)=O, Cl. Product: CCC(CC)C(O)c1ccnn1-c1ccc(OC)cc1. As a reaction SMILES: [CH2:14]([Li:15])[CH2:16][CH2:17][CH3:18].[CH2:19]([CH3:20])[CH:21]([CH:22]=[O:23])[CH2:24][CH3:25].[CH2:32]1[O:33][CH2:34][CH2:35][CH2:36]1.[CH3:1][O:2][c:3]1[cH:4][cH:5][c:6](-[n:9]2[n:10][cH:11][cH:12][cH:13]2)[cH:7][cH:8]1.[CH3:26][CH2:27][O:28][C:29]([CH3:30])=[O:31].[ClH:37]>>[CH3:1][O:2][c:3]1[cH:4][cH:5][c:6](-[n:9]2[n:10][cH:11][cH:12][c:13]2[CH:22]([CH:21]([CH2:19][CH3:20])[CH2:24][CH3:25])[OH:23])[cH:7][cH:8]1.